Dataset: the Open Reaction Database (ORD), a public repository of structured organic reaction records. Task: describe an organic reaction: reactants, conditions, products, and yield Reactants: C(C)(C)(C)OC(=O)N1CCN(CC1)C1=C2C(=CNC2=CC=C1)Br (4-(3-bromo-1H-indol-4-yl)-piperazine-1-carboxylic acid tert-butyl ester), CC(C)([O-])C.[Na+] (sodium t-butoxide), C1(=CC=CC=C1)S(=O)(=O)Cl (benzenesulfonyl chloride). The solvent is C1=CC=CC=C1 (benzene). Reaction conditions: time 16 hour. Yields the product C(C)(C)(C)OC(=O)N1CCN(CC1)C1=C2C(=CN(C2=CC=C1)S(=O)(=O)C1=CC=CC=C1)Br (4-(1-benzenesulfonyl-3-bromo-1H-indol-4-yl)-piperazine-1-carboxylic acid tert-butyl ester). Isolated yield 87.7%. As a reaction SMILES: [C:1]([O:5][C:6]([N:8]1[CH2:13][CH2:12][N:11]([C:14]2[CH:22]=[CH:21][CH:20]=[C:19]3[C:15]=2[C:16]([Br:23])=[CH:17][NH:18]3)[CH2:10][CH2:9]1)=[O:7])([CH3:4])([CH3:3])[CH3:2].CC(C)([O-])C.[Na+].[C:30]1([S:36](Cl)(=[O:38])=[O:37])[CH:35]=[CH:34][CH:33]=[CH:32][CH:31]=1>C1C=CC=CC=1>[C:1]([O:5][C:6]([N:8]1[CH2:9][CH2:10][N:11]([C:14]2[CH:22]=[CH:21][CH:20]=[C:19]3[C:15]=2[C:16]([Br:23])=[CH:17][N:18]3[S:36]([C:30]2[CH:35]=[CH:34][CH:33]=[CH:32][CH:31]=2)(=[O:38])=[O:37])[CH2:12][CH2:13]1)=[O:7])([CH3:4])([CH3:2])[CH3:3] |f:1.2|. Reported procedure: To a solution of 0.35 g (0.92 mmole) 4-(3-bromo-1H-indol-4-yl)-piperazine-1-carboxylic acid tert-butyl ester in 10 mL benzene was added 0.106 g (1.1 mmole) sodium t-butoxide and 0.19 g (1.1 mmole) benzenesulfonyl chloride. The reaction mixture was stirred at room temperature for 16 hrs. The mixture was washed with 2 mL water, dried (magnesium sulfate) and concentrated under reduced pressure. The residue was recrystallized from ethyl acetate/hexane to provide 0.42 g of 4-(1-benzenesulfonyl-3-brom... Reactants: Cl (hydrochloric acid), FC(C=1C=C(C(=O)O)C=CC1O[C@H](C(F)(F)F)C)(F)F (3-(trifluoromethyl)-4-[(1S)-2,2,2-trifluoro-1-methylethoxy]benzoic acid), B.C1CCOC1 (BH3.THF). Solvent: C1CCOC1 (THF), C1CCOC1 (THF). Reaction conditions: time 15 hour. Yields the product FC(C=1C=C(C=CC1O[C@H](C(F)(F)F)C)CO)(F)F ({3-(trifluoromethyl)-4-[(1S)-2,2,2-trifluoro-1-methylethoxy]phenyl}methanol). Isolated yield 55.1%. As a reaction SMILES: [F:1][C:2]([F:20])([F:19])[C:3]1[CH:4]=[C:5]([CH:9]=[CH:10][C:11]=1[O:12][C@@H:13]([CH3:18])[C:14]([F:17])([F:16])[F:15])[C:6](O)=[O:7].B.C1COCC1.Cl>C1COCC1>[F:1][C:2]([F:19])([F:20])[C:3]1[CH:4]=[C:5]([CH2:6][OH:7])[CH:9]=[CH:10][C:11]=1[O:12][C@@H:13]([CH3:18])[C:14]([F:15])([F:16])[F:17] |f:1.2|. Procedure details: To a solution of 3-(trifluoromethyl)-4-[(1S)-2,2,2-trifluoro-1-methylethoxy]benzoic acid (1.085 g) in THF (43 mL) was added dropwise a solution of BH3.THF in THF (1 M, 14 mL) at 0° C. The reaction mixture was warmed to room temperature and then stirred for 15 hours. To the reaction liquid was added 1 M hydrochloric acid at 0° C. to stop the reaction, followed by stirring for 30 minutes and extracting with EtOAc. The organic layer was washed with brine, dried over MgSO4, and then concentrated und... Reactants: CCOC(=O)c1cn(-c2ccc(Cl)cc2)c(-c2ccccc2Cl)n1, ClCCl, O. Yields the product CCOC(=O)c1nc(-c2ccccc2Cl)n(-c2ccc(Cl)cc2)c1Cl. As a reaction SMILES: [Cl:1][c:2]1[c:3](-[c:8]2[n:9](-[c:18]3[cH:19][cH:20][c:21]([Cl:24])[cH:22][cH:23]3)[cH:10][c:11]([C:13](=[O:14])[O:15][CH2:16][CH3:17])[n:12]2)[cH:4][cH:5][cH:6][cH:7]1.[Cl:25][CH2:26][Cl:27].[OH2:28]>>[Cl:1][c:2]1[c:3](-[c:8]2[n:9](-[c:18]3[cH:19][cH:20][c:21]([Cl:24])[cH:22][cH:23]3)[c:10]([Cl:25])[c:11]([C:13](=[O:14])[O:15][CH2:16][CH3:17])[n:12]2)[cH:4][cH:5][cH:6][cH:7]1. Reaction SMILES: [Br:1][C:2]1[CH:7]=[CH:6][C:5]([OH:8])=[CH:4][CH:3]=1.Br[CH2:10][CH2:11][N:12]1[C:16](=[O:17])[C:15]2=[CH:18][CH:19]=[CH:20][CH:21]=[C:14]2[C:13]1=[O:22].C(=O)([O-])[O-].[K+].[K+]>CN(C)C=O>[Br:1][C:2]1[CH:7]=[CH:6][C:5]([O:8][CH2:10][CH2:11][N:12]2[C:13](=[O:22])[C:14]3[C:15](=[CH:18][CH:19]=[CH:20][CH:21]=3)[C:16]2=[O:17])=[CH:4][CH:3]=1 |f:2.3.4|. Procedure: 4-Bromophenol, N-(2-bromoethyl)phthalimide and potassium carbonate were suspended in dimethylformamide and heated to 50° C. overnight under nitrogen. The dimethylformamide was removed under reduced pressure. The resulting residue was partitioned between ethyl acetate and water. The aqueous phase was extracted twice with ethyl acetate. The organics were combined, washed several times with brine, dried over magnesium sulfate, filtered and concentrated in vacuo. Yield: 2 g, 98%; LCMS: RT method: 2,... Solvent: CN(C=O)C (dimethylformamide). Product: BrC1=CC=C(OCCN2C(C3=CC=CC=C3C2=O)=O)C=C1 (2-[2-(4-Bromo-phenoxy)-ethyl]-isoindole-1,3-dione). Reactants: BrC1=CC=C(C=C1)O (4-Bromophenol), BrCCN1C(C=2C(C1=O)=CC=CC2)=O (N-(2-bromoethyl)phthalimide), C([O-])([O-])=O.[K+].[K+] (potassium carbonate). Run at temperature 50 celsius. Reaction conditions: temperature 95 celsius, time 6 hour. Procedure: To a stirred solution of 4.0 g of 8,8'-[(5-amino-1,3-phenylene)bis(carbonylimino)]di-1,3,6-naphthalenetrisulfonic acid, hexasodium salt in 50 ml of water is added 4.0 ml of 3-trifluoromethylphenyl isocyanate. Stirring is continued for 6 hours at room temperature then the resulting mixture is heated to 95° C, is filtered through diatomaceous earth and washed with 50 ml of hot water. The hot filtrate is salted with 55 g of sodium acetate trihydrate and after standing for 40 hours is diluted with 7... As a reaction SMILES: [NH2:1][C:2]1[CH:3]=[C:4]([C:33]([NH:35][C:36]2[CH:37]=[C:38]([S:54]([OH:57])(=[O:56])=[O:55])[CH:39]=[C:40]3[C:45]=2[C:44]([S:46]([OH:49])(=[O:48])=[O:47])=[CH:43][C:42]([S:50]([OH:53])(=[O:52])=[O:51])=[CH:41]3)=[O:34])[CH:5]=[C:6]([C:8]([NH:10][C:11]2[CH:12]=[C:13]([S:29]([OH:32])(=[O:31])=[O:30])[CH:14]=[C:15]3[C:20]=2[C:19]([S:21]([OH:24])(=[O:23])=[O:22])=[CH:18][C:17]([S:25]([OH:28])(=[O:27])=[O:26])=[CH:16]3)=[O:9])[CH:7]=1.[F:58][C:59]([F:70])([F:69])[C:60]1[CH:61]=[C:62]([N:66]=[C:67]=[O:68])[CH:63]=[CH:64][CH:65]=1>O>[F:58][C:59]([F:69])([F:70])[C:60]1[CH:65]=[CH:64][CH:63]=[C:62]([NH:66][C:67](=[O:68])[NH:1][C:2]2[CH:3]=[C:4]([C:33]([NH:35][C:36]3[CH:37]=[C:38]([S:54]([OH:57])(=[O:56])=[O:55])[CH:39]=[C:40]4[C:45]=3[C:44]([S:46]([OH:49])(=[O:47])=[O:48])=[CH:43][C:42]([S:50]([OH:53])(=[O:52])=[O:51])=[CH:41]4)=[O:34])[CH:5]=[C:6]([C:8]([NH:10][C:11]3[CH:12]=[C:13]([S:29]([OH:32])(=[O:30])=[O:31])[CH:14]=[C:15]4[C:20]=3[C:19]([S:21]([OH:24])(=[O:22])=[O:23])=[CH:18][C:17]([S:25]([OH:28])(=[O:26])=[O:27])=[CH:16]4)=[O:9])[CH:7]=2)[CH:61]=1. The solvent is O (water). Starting materials: NC=1C=C(C=C(C1)C(=O)NC=1C=C(C=C2C=C(C=C(C12)S(=O)(=O)O)S(=O)(=O)O)S(=O)(=O)O)C(=O)NC=1C=C(C=C2C=C(C=C(C12)S(=O)(=O)O)S(=O)(=O)O)S(=O)(=O)O (8,8'-[(5-amino-1,3-phenylene)bis(carbonylimino)]di-1,3,6-naphthalenetrisulfonic acid), hexasodium, FC(C=1C=C(C=CC1)N=C=O)(F)F (3-trifluoromethylphenyl isocyanate). The product is FC(C1=CC(=CC=C1)NC(NC=1C=C(C=C(C1)C(=O)NC=1C=C(C=C2C=C(C=C(C12)S(=O)(=O)O)S(=O)(=O)O)S(=O)(=O)O)C(=O)NC=1C=C(C=C2C=C(C=C(C12)S(=O)(=O)O)S(=O)(=O)O)S(=O)(=O)O)=O)(F)F (8,8'-{{5-[3-(α,α,α-trifluoro-m-tolyl)ureido]-1,3-phenylene}bis(carbonylimino)}di-1,3,6-naphthalenetrisulfonic acid), hexasodium. Starting materials: BrC=1C=C(C=O)C=C(C1)F (3-bromo-5-fluorobenzaldehyde), NaBH4,. The solvent is CO (methanol). Conditions: time 2 hour. Product: BrC=1C=C(CO)C=C(C1)F (3-Bromo-5-fluorobenzyl alcohol). Reaction SMILES: [Br:1][C:2]1[CH:3]=[C:4]([CH:7]=[C:8]([F:10])[CH:9]=1)[CH:5]=[O:6]>CO>[Br:1][C:2]1[CH:3]=[C:4]([CH:7]=[C:8]([F:10])[CH:9]=1)[CH2:5][OH:6]. Reported procedure: To a solution of 3-bromo-5-fluorobenzaldehyde(22.25 g, 0.11 mole) in methanol at rt was added NaBH4,(2.07 g, 0.055 mole) stirred at rt for 2 hr. The reaction was quenched with H2O, and concentrated. The residue was diluted with diethyl ether, washed with 1 N HCl, brine, dried over MgSO4, and concentrated. 3-Bromo-5-fluorobenzyl alcohol was obtained as a colorless oil was collected (14.6 g, 65%). 1H NMR (DMSO-d6) δ4.50 (m, 2H), 5.44(t, 3H, J=5.93 Hz), 7.16 (dd, 1H, J=1.09, 8.79 Hz), 7.36(s, 1H), ... The reactants are Cn1ccnc1CNCCCCNC(=O)OC(C)(C)C, Cc1cccnc1C=O, ClCCl. Product: Cc1cccnc1CN(CCCCNC(=O)OC(C)(C)C)Cc1nccn1C. RXN SMILES: [C:1]([CH3:2])([CH3:3])([CH3:4])[O:5][C:6]([NH:7][CH2:8][CH2:9][CH2:10][CH2:11][NH:12][CH2:13][c:14]1[n:15]([CH3:19])[cH:16][cH:17][n:18]1)=[O:20].[CH3:21][c:22]1[c:23]([CH:28]=[O:29])[n:24][cH:25][cH:26][cH:27]1.[Cl:30][CH2:31][Cl:32]>>[C:1]([CH3:2])([CH3:3])([CH3:4])[O:5][C:6]([NH:7][CH2:8][CH2:9][CH2:10][CH2:11][N:12]([CH2:13][c:14]1[n:15]([CH3:19])[cH:16][cH:17][n:18]1)[CH2:28][c:23]1[c:22]([CH3:21])[cH:27][cH:26][cH:25][n:24]1)=[O:20].